From a dataset of the Open Reaction Database (ORD), a public repository of structured organic reaction records. describe an organic reaction: reactants, conditions, products, and yield The reactants are O=Cc1c(F)cc(Br)cc1F, CCOC(=O)C=P(c1ccccc1)(c1ccccc1)c1ccccc1, Cc1ccccc1. Yields the product CCOC(=O)C=Cc1c(F)cc(Br)cc1F. RXN SMILES: [Br:1][c:2]1[cH:3][c:4]([F:11])[c:5]([CH:6]=[O:7])[c:8]([F:10])[cH:9]1.[C:12](=[O:13])([O:14][CH2:15][CH3:16])[CH:17]=[P:18]([c:19]1[cH:20][cH:21][cH:22][cH:23][cH:24]1)([c:25]1[cH:26][cH:27][cH:28][cH:29][cH:30]1)[c:31]1[cH:32][cH:33][cH:34][cH:35][cH:36]1.[CH3:37][c:38]1[cH:39][cH:40][cH:41][cH:42][cH:43]1>>[Br:1][c:2]1[cH:3][c:4]([F:11])[c:5]([CH:6]=[CH:17][C:12](=[O:13])[O:14][CH2:15][CH3:16])[c:8]([F:10])[cH:9]1. The reactants are FC1=C(C=CC(=C1)B1OC(C(O1)(C)C)(C)C)C=1N=CC(=NC1)N (5-(2-fluoro-4-(4,4,5,5-tetramethyl-1,3,2-dioxaborolan-2-yl)phenyl)pyrazin-2-amine), BrC=1C(=NC=CC1)OCC1CN(CC1)C(=O)OC(C)(C)C (tert-butyl 3-(((3-bromopyridin-2-yl)oxy)methyl)pyrrolidine-1-carboxylate). Product: NC=1N=CC(=NC1)C1=C(C=C(C=C1)C=1C(=NC=CC1)OCC1CN(CC1)C(=O)OC(C)(C)C)F (Tert-butyl 3-(((3-(4-(5-aminopyrazin-2-yl)-3-fluorophenyl)pyridine-2-yl)oxy)methyl)pyrrolidine-1-carboxylate). The yield is 54.0%. Reaction SMILES: [F:1][C:2]1[CH:7]=[C:6](B2OC(C)(C)C(C)(C)O2)[CH:5]=[CH:4][C:3]=1[C:17]1[N:18]=[CH:19][C:20]([NH2:23])=[N:21][CH:22]=1.Br[C:25]1[C:26]([O:31][CH2:32][CH:33]2[CH2:37][CH2:36][N:35]([C:38]([O:40][C:41]([CH3:44])([CH3:43])[CH3:42])=[O:39])[CH2:34]2)=[N:27][CH:28]=[CH:29][CH:30]=1>>[NH2:23][C:20]1[N:21]=[CH:22][C:17]([C:3]2[CH:4]=[CH:5][C:6]([C:25]3[C:26]([O:31][CH2:32][CH:33]4[CH2:37][CH2:36][N:35]([C:38]([O:40][C:41]([CH3:44])([CH3:43])[CH3:42])=[O:39])[CH2:34]4)=[N:27][CH:28]=[CH:29][CH:30]=3)=[CH:7][C:2]=2[F:1])=[N:18][CH:19]=1. Reported procedure: The title compound was prepared using methods analogous to those described in Example 369 using 5-(2-fluoro-4-(4,4,5,5-tetramethyl-1,3,2-dioxaborolan-2-yl)phenyl)pyrazin-2-amine and tert-butyl 3-(((3-bromopyridin-2-yl)oxy)methyl)pyrrolidine-1-carboxylate yielding the title compound (47 mg, 54%). MS (ESI): mass calcd. for C25H28FN5O3, 465.22; m/z found, 466.2 [M+H]+. 1H NMR (400 MHz, CDCl3) δ 8.63-8.58 (m, 1H), 8.18-8.09 (m, 2H), 8.03-7.94 (m, 1H), 7.73-7.64 (m, 1H), 7.48-7.36 (m, 2H), 7.05-6.96 ... The reactants are [N+](=O)([O-])C1=CC=C(C=O)C=C1 (4-nitrobenzaldehyde). Reagents/catalysts: [Fe] (iron). The solvent is C(C)(=O)O (acetic acid), O (water). Reaction conditions: time 8 hour. The product is NC1=CC=C(C=O)C=C1 (4-Aminobenzaldehyde). The yield is 7.4%. As a reaction SMILES: [N+:1]([C:4]1[CH:11]=[CH:10][C:7]([CH:8]=[O:9])=[CH:6][CH:5]=1)([O-])=O>C(O)(=O)C.O.[Fe]>[NH2:1][C:4]1[CH:11]=[CH:10][C:7]([CH:8]=[O:9])=[CH:6][CH:5]=1. Reported procedure: To a solution of 4-nitrobenzaldehyde (2.0 g, 0.133 mol) in acetic acid (150 mL) and water (15 mL) was added iron powder (1.48 g, 0.265 mol). The reaction was stirred overnight at room temperature. The mixture was filtered and extracted with dichloromethane (50 mL×3). Then the organic layer was dried over sodium sulfate, filtered and concentrated in vacuo. The residue was purified by flash column chromatography (eluting with 10% ethyl acetate in petroleum ether) to afford 1.2 g of the pure produc... Starting materials: ClC1=CC=C(C=C1)[C@@H]1N=C(N([C@@H]1C1=CC=C(C=C1)Cl)C(=O)Cl)C1=C(C=CC(=C1)C(C)(C)C#N)OCC ((4S,5R)-4,5-bis-(4-chloro-phenyl)-2-[5-(cyano-dimethyl-methyl)-2-ethoxy-phenyl]-4,5-dihydro-imidazole-1-carbonyl chloride), N1(CCOCC1)C(CN1CCNCC1)=O (1-morpholin-4-yl-2-piperazin-1-yl-ethanone). Product: ClC1=CC=C(C=C1)[C@@H]1N=C(N([C@@H]1C1=CC=C(C=C1)Cl)C(=O)N1CCN(CC1)CC(=O)N1CCOCC1)C=1C=C(C=CC1OCC)C(C#N)(C)C (2-(3-{(4S,5R)-4,5-Bis-(4-chloro-phenyl)-1-[4-(2-morpholin-4-yl-2-oxo-ethyl)-piperazine-1-carbonyl]-4,5-dihydro-1H-imidazol-2-yl}-4-ethoxy-phenyl)-2-methyl-propionitrile). Reaction SMILES: [Cl:1][C:2]1[CH:7]=[CH:6][C:5]([C@H:8]2[C@@H:12]([C:13]3[CH:18]=[CH:17][C:16]([Cl:19])=[CH:15][CH:14]=3)[N:11]([C:20](Cl)=[O:21])[C:10]([C:23]3[CH:28]=[C:27]([C:29]([C:32]#[N:33])([CH3:31])[CH3:30])[CH:26]=[CH:25][C:24]=3[O:34][CH2:35][CH3:36])=[N:9]2)=[CH:4][CH:3]=1.[N:37]1([C:43](=[O:51])[CH2:44][N:45]2[CH2:50][CH2:49][NH:48][CH2:47][CH2:46]2)[CH2:42][CH2:41][O:40][CH2:39][CH2:38]1>>[Cl:1][C:2]1[CH:3]=[CH:4][C:5]([C@H:8]2[C@@H:12]([C:13]3[CH:14]=[CH:15][C:16]([Cl:19])=[CH:17][CH:18]=3)[N:11]([C:20]([N:48]3[CH2:49][CH2:50][N:45]([CH2:44][C:43]([N:37]4[CH2:38][CH2:39][O:40][CH2:41][CH2:42]4)=[O:51])[CH2:46][CH2:47]3)=[O:21])[C:10]([C:23]3[CH:28]=[C:27]([C:29]([CH3:30])([CH3:31])[C:32]#[N:33])[CH:26]=[CH:25][C:24]=3[O:34][CH2:35][CH3:36])=[N:9]2)=[CH:6][CH:7]=1. Procedure: 2-(3-{(4S,5R)-4,5-Bis-(4-chloro-phenyl)-1-[4-(2-morpholin-4-yl-2-oxo-ethyl)-piperazine-1-carbonyl]-4,5-dihydro-1H-imidazol-2-yl}-4-ethoxy-phenyl)-2-methyl-propionitrile was prepared from (4S,5R)-4,5-bis-(4-chloro-phenyl)-2-[5-(cyano-dimethyl-methyl)-2-ethoxy-phenyl]-4,5-dihydro-imidazole-1-carbonyl chloride (example 12e) and 1-morpholin-4-yl-2-piperazin-1-yl-ethanone (Oakwood Products) in an analogous manner as described in example 25. LR-MS: 717.3 [(M+H)+] Starting materials: Cc1cc(O)ccc1CCCCn1ccnn1, CN(C)C=O, ClCc1ccc(-c2ccc(Cl)cc2)nc1, [H-], [Na+], O. The product is Cc1cc(OCc2ccc(-c3ccc(Cl)cc3)nc2)ccc1CCCCn1ccnn1. Reaction SMILES: [CH3:1][c:2]1[cH:3][c:4]([OH:17])[cH:5][cH:6][c:7]1[CH2:8][CH2:9][CH2:10][CH2:11][n:12]1[n:13][n:14][cH:15][cH:16]1.[CH3:36][N:37]([CH3:38])[CH:39]=[O:40].[Cl:20][CH2:21][c:22]1[cH:23][cH:24][c:25](-[c:28]2[cH:29][cH:30][c:31]([Cl:34])[cH:32][cH:33]2)[n:26][cH:27]1.[H-:18].[Na+:19].[OH2:35]>>[CH3:1][c:2]1[cH:3][c:4]([O:17][CH2:21][c:22]2[cH:23][cH:24][c:25](-[c:28]3[cH:29][cH:30][c:31]([Cl:34])[cH:32][cH:33]3)[n:26][cH:27]2)[cH:5][cH:6][c:7]1[CH2:8][CH2:9][CH2:10][CH2:11][n:12]1[n:13][n:14][cH:15][cH:16]1. Starting materials: OB(O)c1ccc(OCc2ccccc2)cc1, COC(=O)c1c(O)c2cc(Br)ccc2oc1=O. Yields the product COC(=O)c1c(O)c2cc(-c3ccc(OCc4ccccc4)cc3)ccc2oc1=O. RXN SMILES: [CH2:18]([c:19]1[cH:20][cH:21][cH:22][cH:23][cH:24]1)[O:25][c:26]1[cH:27][cH:28][c:29]([B:32]([OH:33])[OH:34])[cH:30][cH:31]1.[CH3:1][O:2][C:3](=[O:4])[c:5]1[c:6](=[O:17])[o:7][c:8]2[cH:9][cH:10][c:11]([Br:16])[cH:12][c:13]2[c:14]1[OH:15]>>[CH3:1][O:2][C:3](=[O:4])[c:5]1[c:6](=[O:17])[o:7][c:8]2[cH:9][cH:10][c:11](-[c:29]3[cH:28][cH:27][c:26]([O:25][CH2:18][c:19]4[cH:20][cH:21][cH:22][cH:23][cH:24]4)[cH:31][cH:30]3)[cH:12][c:13]2[c:14]1[OH:15].